Dataset: the Open Reaction Database (ORD), a public repository of structured organic reaction records. Task: describe an organic reaction: reactants, conditions, products, and yield Reactants: C(C)(C)(C)C=1N=C(SC1)C=1OC2=C(C1)C=C(C=C2)CN2C=C(C1=CC(=CC=C21)CO)C#N (1-{[2-(4-tert-butylthiazol-2-yl)benzofuran-5-yl]methyl}-5-(hydroxymethyl)indole-3-carbonitrile), S(=O)(Cl)Cl (thionyl chloride). Solvent: C(Cl)(Cl)Cl (chloroform). Run at time 3 hour. Yields the product C(C)(C)(C)C=1N=C(SC1)C=1OC2=C(C1)C=C(C=C2)CN2C=C(C1=CC(=CC=C21)CCl)C#N (1-{[2-(4-tert-butylthiazol-2-yl)benzofuran-5-yl]methyl}-5-(chloromethyl)indole-3-carbonitrile). Reaction SMILES: [C:1]([C:5]1[N:6]=[C:7]([C:10]2[O:11][C:12]3[CH:18]=[CH:17][C:16]([CH2:19][N:20]4[C:28]5[C:23](=[CH:24][C:25]([CH2:29]O)=[CH:26][CH:27]=5)[C:22]([C:31]#[N:32])=[CH:21]4)=[CH:15][C:13]=3[CH:14]=2)[S:8][CH:9]=1)([CH3:4])([CH3:3])[CH3:2].S(Cl)([Cl:35])=O>C(Cl)(Cl)Cl>[C:1]([C:5]1[N:6]=[C:7]([C:10]2[O:11][C:12]3[CH:18]=[CH:17][C:16]([CH2:19][N:20]4[C:28]5[C:23](=[CH:24][C:25]([CH2:29][Cl:35])=[CH:26][CH:27]=5)[C:22]([C:31]#[N:32])=[CH:21]4)=[CH:15][C:13]=3[CH:14]=2)[S:8][CH:9]=1)([CH3:4])([CH3:3])[CH3:2]. Procedure details: A mixture of 1-{[2-(4-tert-butylthiazol-2-yl)benzofuran-5-yl]methyl}-5-(hydroxymethyl)indole-3-carbonitrile (0.66 g) and thionyl chloride (0.5 ml) in chloroform (20 ml) was stirred at room temperature for 3 hours. After neutralization with aqueous sodium hydrogen carbonate, the resulting mixture was extracted with chloroform. The organic layer was washed with water and brine, dried over magnesium sulfate and evaporated under reduced pressure to give 1-{[2-(4-tert-butylthiazol-2-yl)benzofuran-5-y...